This data is from the Open Reaction Database (ORD), a public repository of structured organic reaction records. The task is: describe an organic reaction: reactants, conditions, products, and yield Reaction SMILES: [CH2:1]([C@@:8]1([O:30][CH2:31][C:32]2[CH:37]=[CH:36][CH:35]=[CH:34][CH:33]=2)[C@@H:14]([OH:15])[C@H:13]([OH:16])[C@@H:12]([CH2:17][NH:18][C:19](=[O:26])[CH2:20][CH2:21][C@H:22]([OH:25])[CH2:23][OH:24])[O:11][C@:9]1([N:27]=[C:28]=[O:29])[OH:10])[C:2]1[CH:7]=[CH:6][CH:5]=[CH:4][CH:3]=1>O1CCOCC1>[CH2:1]([C@@:8]1([O:30][CH2:31][C:32]2[CH:33]=[CH:34][CH:35]=[CH:36][CH:37]=2)[C@@H:14]([O:15][C:23](=[O:24])[CH3:22])[C@H:13]([O:16][C:19](=[O:26])[CH3:20])[C@@H:12]([CH2:17][NH:18][C:19](=[O:26])[CH2:20][CH2:21][C@H:22]([O:25][C:9](=[O:10])[CH3:8])[CH2:23][O:24][C:12](=[O:11])[CH3:13])[O:11][C@:9]1([N:27]=[C:28]=[O:29])[OH:10])[C:2]1[CH:3]=[CH:4][CH:5]=[CH:6][CH:7]=1. The solvent is O1CCOCC1 (dioxan). Reported procedure: (S)-4,5-Dihydroxy-pentanoic acid (benzyl 2-benzyloxy-carbonylamino-2,6-didesoxy-α-D-glucopyranosid-6-yl)-amide was acetylated as described in Ex. 14.B. and gave (S)-4,5-diacetoxy-pentanoic acid (benzyl 3,4-di-O-acetyl-2-benzyloxy-carbonylamino-2,6-didesoxy-α-D-glucopyranosid-6-yl)-amide, [α]+89.5° (c 0.2; dioxan), MS: m/z 687.2 ([M+H]+). Product: C(C1=CC=CC=C1)[C@@]1([C@@](O)(O[C@@H]([C@H]([C@@H]1OC(C)=O)OC(C)=O)CNC(CC[C@@H](COC(C)=O)OC(C)=O)=O)N=C=O)OCC1=CC=CC=C1 ((S)-4,5-diacetoxy-pentanoic acid (benzyl 3,4-di-O-acetyl-2-benzyloxy-carbonylamino-2,6-didesoxy-α-D-glucopyranosid-6-yl)-amide). Starting materials: C(C1=CC=CC=C1)[C@@]1([C@@](O)(O[C@@H]([C@H]([C@@H]1O)O)CNC(CC[C@@H](CO)O)=O)N=C=O)OCC1=CC=CC=C1 ((S)-4,5-Dihydroxy-pentanoic acid (benzyl 2-benzyloxy-carbonylamino-2,6-didesoxy-α-D-glucopyranosid-6-yl)-amide), 14.B. Starting materials: CC(=O)Nc1ccc(C(C)=O)nc1Cl, CO, Cl, [Na+], O=C([O-])O. Yields the product CC(=O)c1ccc(N)c(Cl)n1. Reaction SMILES: [C:1](=[O:2])([CH3:3])[NH:4][c:5]1[c:6]([Cl:14])[n:7][c:8]([C:11]([CH3:12])=[O:13])[cH:9][cH:10]1.[CH3:21][OH:22].[ClH:20].[Na+:19].[O-:15][C:16]([OH:17])=[O:18]>>[NH2:4][c:5]1[c:6]([Cl:14])[n:7][c:8]([C:11]([CH3:12])=[O:13])[cH:9][cH:10]1. Reactants: hydrochloride salt, N1CCC(CC1)N1C(C=CC2=CC=CC=C12)=O (1-(4-piperidyl)-2(1H)-quinolinone), BrCCCCN1S(C2=C(C1=O)C=CC=C2)(=O)=O (2-(4-bromobutyl)-1,1-dioxido-1,2-benzothiazol-3(2H)-one). Product: O=S1(N(C(C2=C1C=CC=C2)=O)CCCCN2CCC(CC2)N2C(C=CC1=CC=CC=C21)=O)=O (1,1-Dioxido-2-(4-(4-(2-oxo-(1H)-quinolin-1-yl)-piperidin-1-yl)-butyl)-1,2-benzisothiazol-3(2H)-one). Procedure: From the hydrochloride salt of 1-(4-piperidyl)-2(1H)-quinolinone was prepared according to H. Ogawa et. al. J. Med. Chem. 1993, 36, 2011-2017, and 2-(4-bromobutyl)-1,1-dioxido-1,2-benzothiazol-3(2H)-one using the procedure described for Example 15, Step 5 there was obtained a white solid: 1H NMR (300 MHz, CDCl3) 8.08 (d, J=6.73 Hz, 1H), 7.90 (m, 3H), 7.7 (d, J=9.5 Hz, 1H), 7.6 (d, J=9.2 Hz, 1H), 7.56 (d, J=7.62 Hz, 1H), 7.26 (m, 2H), 6.71 (d, J=9.47 Hz, 1H), 3.85 (br m, 3H), 3.45 (br m, 1H), 3.2... RXN SMILES: [NH:1]1[CH2:6][CH2:5][CH:4]([N:7]2[C:16]3[C:11](=[CH:12][CH:13]=[CH:14][CH:15]=3)[CH:10]=[CH:9][C:8]2=[O:17])[CH2:3][CH2:2]1.Br[CH2:19][CH2:20][CH2:21][CH2:22][N:23]1[C:27](=[O:28])[C:26]2[CH:29]=[CH:30][CH:31]=[CH:32][C:25]=2[S:24]1(=[O:34])=[O:33]>>[O:33]=[S:24]1(=[O:34])[C:25]2[CH:32]=[CH:31][CH:30]=[CH:29][C:26]=2[C:27](=[O:28])[N:23]1[CH2:22][CH2:21][CH2:20][CH2:19][N:1]1[CH2:6][CH2:5][CH:4]([N:7]2[C:16]3[C:11](=[CH:12][CH:13]=[CH:14][CH:15]=3)[CH:10]=[CH:9][C:8]2=[O:17])[CH2:3][CH2:2]1. Starting materials: N[C@H](CC1=CC=CC=C1)C(=O)O (D-phenylalanine), product, C(C(C)C)=O (isobutyraldehyde), C(C)=O (acetaldehyde). Yields the product C(C(C)C)N[C@H](CC1=CC=CC=C1)C(=O)O (N-Isobutyl-D-phenylalanine). Reaction SMILES: [NH2:1][C@@H:2]([C:10]([OH:12])=[O:11])[CH2:3][C:4]1[CH:9]=[CH:8][CH:7]=[CH:6][CH:5]=1.[CH:13](=O)[CH:14]([CH3:16])[CH3:15].C(=O)C>>[CH2:13]([NH:1][C@@H:2]([C:10]([OH:12])=[O:11])[CH2:3][C:4]1[CH:9]=[CH:8][CH:7]=[CH:6][CH:5]=1)[CH:14]([CH3:16])[CH3:15]. Reported procedure: Starting from 8.25 g (0.05 mole) of D-phenylalanine, and using the procedure described in Example 3, Step A, except that 9.1 ml (0.1 mole) of isobutyraldehyde are used instead of acetaldehyde, 8.7 g (70%) of the product are obtained. Starting materials: S(O)(O)(=O)=O (sulfuric acid), CC1(NC(CC(C1)(C#N)O)(C)C)C (2,2,6,6-tetramethyl-4-hydroxy-4-cyanopiperidine), isononyl-aldehyde, S(O)(O)(=O)=O (sulfuric acid), C(C)(=O)O (acetic acid). Yields the product C(CCCCC(C)C)C1OC2(CN1)CC(NC(C2)(C)C)(C)C (2-iso-Octyl-7,7,9,9-tetramethyl-1-oxa-3,8-diaza-spiro-[4,5]-decane). As a reaction SMILES: [CH3:1][C:2]1([CH3:13])[CH2:7][C:6]([OH:10])([C:8]#[N:9])[CH2:5][C:4]([CH3:12])([CH3:11])[NH:3]1.S(=O)(=O)(O)O.[C:19](O)(=O)[CH3:20]>>[CH2:19]([CH:20]1[NH:9][CH2:8][C:6]2([CH2:5][C:4]([CH3:12])([CH3:11])[NH:3][C:2]([CH3:13])([CH3:1])[CH2:7]2)[O:10]1)[CH2:2][CH2:7][CH2:6][CH2:5][CH:4]([CH3:12])[CH3:11]. Reported procedure: 182 g of 2,2,6,6-tetramethyl-4-hydroxy-4-cyanopiperidine, 284 g of isononyl-aldehyde and 200 g of concentrated sulfuric acid are stirred for 25 hours at 60° C. in 600 g of glacial acetic acid in a 2 liter apparatus with agitator. After cooling the main portion of the solvent is distilled off under reduced pressure. The residue is stirred with 500 ml of acetone and suction-filtered, thus yielding 292 g=69% of th. of the sulfuric acid salt of the intended compound. Starting materials: CC(=O)C (acetone), C(C)(=O)OC(C)=O (acetic anhydride), ClC=1C=CC2=C(N=C(S2)S)C1 (5-chloro-2-mercaptobenzothiazole), BrC(C(=O)O)C1=CC=C(C=C1)Cl (α-bromo-(p-chloro)phenylacetic acid). The solvent is C(C)(=O)O (acetic acid). Yields the product [Br-].ClC=1C=CC2=C([N+]3=C(S2)SC(=C3)C3=CC=C(C=C3)Cl)C1 (6-Chloro-2-(p-chlorophenyl)thiazolo[2,3-b]benzothiazolium bromide). Isolated yield 70.0%. RXN SMILES: CC(C)=O.[Cl:5][C:6]1[CH:7]=[CH:8][C:9]2[S:13][C:12]([SH:14])=[N:11][C:10]=2[CH:15]=1.[Br:16][CH:17]([C:21]1[CH:26]=[CH:25][C:24]([Cl:27])=[CH:23][CH:22]=1)[C:18](O)=O.C(OC(=O)C)(=O)C>C(O)(=O)C>[Br-:16].[Cl:5][C:6]1[CH:7]=[CH:8][C:9]2[S:13][C:12]3[S:14][C:17]([C:21]4[CH:26]=[CH:25][C:24]([Cl:27])=[CH:23][CH:22]=4)=[CH:18][N+:11]=3[C:10]=2[CH:15]=1 |f:5.6|. Procedure: An acetone solution of 10.0 g (0.05 moles) 5-chloro-2-mercaptobenzothiazole and 12.5 g. (0.01 moles) α-bromo-(p-chloro)phenylacetic acid containing 50 ml. glacial acetic acid and 20 ml. acetic anhydride is heated in an open flask. When the solution is concentrated to a small volume, the precipitated solid, weighing 15.1 g. (70% yield) is collected. Reactants: [Br-], COCN(c1cc(Cl)cnc1Br)S(=O)(=O)c1ccc(Cl)c(C(F)(F)F)c1, C1CCOC1, Cc1ccnc(C)c1C=O, CC(C)[Mg+], [Cl-], [NH4+]. Yields the product COCN(c1cc(Cl)cnc1C(O)c1c(C)ccnc1C)S(=O)(=O)c1ccc(Cl)c(C(F)(F)F)c1. RXN SMILES: [Br-:27].[Br:1][c:2]1[n:3][cH:4][c:5]([Cl:26])[cH:6][c:7]1[N:8]([S:9](=[O:10])(=[O:11])[c:12]1[cH:13][c:14]([C:19]([F:20])([F:21])[F:22])[c:15]([Cl:18])[cH:16][cH:17]1)[CH2:23][O:24][CH3:25].[CH2:42]1[O:43][CH2:44][CH2:45][CH2:46]1.[CH3:32][c:33]1[n:34][cH:35][cH:36][c:37]([CH3:41])[c:38]1[CH:39]=[O:40].[CH:28]([Mg+:29])([CH3:30])[CH3:31].[Cl-:47].[NH4+:48]>>[c:2]1([CH:39]([c:38]2[c:33]([CH3:32])[n:34][cH:35][cH:36][c:37]2[CH3:41])[OH:40])[n:3][cH:4][c:5]([Cl:26])[cH:6][c:7]1[N:8]([S:9](=[O:10])(=[O:11])[c:12]1[cH:13][c:14]([C:19]([F:20])([F:21])[F:22])[c:15]([Cl:18])[cH:16][cH:17]1)[CH2:23][O:24][CH3:25]. The reactants are NN1C(C2=CC=CC=C2C(=N1)C1=CC=C(C=C1)Cl)=O (2-amino-4-(4-chlorophenyl)phthalazin-1(2H)-one), CC=1C=C(C=C(C1)C)CC(=O)O (2-(3,5-dimethylphenyl)acetic acid). The product is ClC1=CC=C(C=C1)C1=NN(C(C2=CC=CC=C12)=O)NC(CC1=CC(=CC(=C1)C)C)=O (N-[4-(4-chlorophenyl)-1-oxophthalazin-2(1H)-yl]-2-(3,5-dimethylphenyl)acetamide). As a reaction SMILES: [NH2:1][N:2]1[N:11]=[C:10]([C:12]2[CH:17]=[CH:16][C:15]([Cl:18])=[CH:14][CH:13]=2)[C:9]2[C:4](=[CH:5][CH:6]=[CH:7][CH:8]=2)[C:3]1=[O:19].[CH3:20][C:21]1[CH:22]=[C:23]([CH2:28][C:29](O)=[O:30])[CH:24]=[C:25]([CH3:27])[CH:26]=1>>[Cl:18][C:15]1[CH:16]=[CH:17][C:12]([C:10]2[C:9]3[C:4](=[CH:5][CH:6]=[CH:7][CH:8]=3)[C:3](=[O:19])[N:2]([NH:1][C:29](=[O:30])[CH2:28][C:23]3[CH:22]=[C:21]([CH3:20])[CH:26]=[C:25]([CH3:27])[CH:24]=3)[N:11]=2)=[CH:13][CH:14]=1. Procedure details: The product of Example 86A and 2-(3,5-dimethylphenyl)acetic acid were treated using a method similar to that described in Example 57 to give the title compound. 1H NMR (500 MHz, DMSO-d6/Deuterium Oxide) δ ppm 8.41-8.43 (m, 1H), 7.93-8.04 (m, 2H), 7.72-7.74 (m, 1H), 7.59-7.69 (m, 4H), 6.98-6.99 (bs, 2H), 6.90-6.91 (bs, 1H), 3.60 (s, 2H), 2.26 (s, 6H); MS (ESI−) M/Z 416 (M−H)−.